This data is from the Open Reaction Database (ORD), a public repository of structured organic reaction records. The task is: describe an organic reaction: reactants, conditions, products, and yield Reactants: CC(C)=CCCC(C)CCO (citronellol). Reagents/catalysts: [O-2].[Cr+3].[Cu+2] (copper-chromium oxide). The product is C[C@@H]1CC[C@H](C(=O)C1)C(C)C (menthone). RXN SMILES: [CH3:1][C:2](=[CH:4][CH2:5][CH2:6][CH:7]([CH2:9][CH2:10][OH:11])[CH3:8])[CH3:3]>[O-2].[Cr+3].[Cu+2]>[CH3:8][C@H:7]1[CH2:9][C:10](=[O:11])[C@H:4]([CH:2]([CH3:3])[CH3:1])[CH2:5][CH2:6]1 |f:1.2.3|. Reported procedure: 156 g of purified citronellol ([α]D20 = +2.3) was reacted with 7.8 g of copper-chromium oxide (CuO:Cr2O3 = 50:50) at 260° C for 2 hours under a hydrogen pressure of 2.5 kg/cm2.G to afford menthone (menthone 59 wt%, iso-menthone 41 wt%). The product was converted to the enol acetate having a specific rotation, [α]D20, of +55. The optical purity of the product was 80% of that of the starting material. The product was hydrogenated in the same manner as described in Example 4. From the resulting men... The reactants are [H-].[Al+3].[Li+].[H-].[H-].[H-] (lithium aluminum hydride), NC1=NC(=NC(=N1)C1=C(C=CC(=C1)Cl)Cl)N1[C@@H](C[C@H](C1)O)C(=O)OC (2-amino-4-(2,5-dichlorophenyl)-6-[(2S,4R)-2-methoxycarbonyl-4-hydroxy-1-pyrrolidinyl]-1,3,5-triazine), [H-].[Al+3].[Li+].[H-].[H-].[H-] (lithium aluminum hydride). Solvent: O1CCCC1 (tetrahydrofuran), O1CCCC1 (tetrahydrofuran). Conditions: time 3 hour. Product: NC1=NC(=NC(=N1)C1=C(C=CC(=C1)Cl)Cl)N1[C@@H](C[C@H](C1)O)CO (2-Amino-4-(2,5-dichlorophenyl)-6-[(2S,4R)-2-hydroxymethyl-4-hydroxy-1-pyrrolidinyl]-1,3,5-triazine). Isolated yield 80.6%. Reaction SMILES: [H-].[Al+3].[Li+].[H-].[H-].[H-].[NH2:7][C:8]1[N:13]=[C:12]([C:14]2[CH:19]=[C:18]([Cl:20])[CH:17]=[CH:16][C:15]=2[Cl:21])[N:11]=[C:10]([N:22]2[CH2:26][C@H:25]([OH:27])[CH2:24][C@H:23]2[C:28](OC)=[O:29])[N:9]=1>O1CCCC1>[NH2:7][C:8]1[N:13]=[C:12]([C:14]2[CH:19]=[C:18]([Cl:20])[CH:17]=[CH:16][C:15]=2[Cl:21])[N:11]=[C:10]([N:22]2[CH2:26][C@H:25]([OH:27])[CH2:24][C@H:23]2[CH2:28][OH:29])[N:9]=1 |f:0.1.2.3.4.5|. Procedure: To a mixture of 20.9 g of lithium aluminum hydride and 1000 ml of tetrahydrofuran under ice-cooling and stirring, a solution of 100 g of the compound obtained in Step 1 in 300 ml of tetrahydrofuran was added gradually dropwise at 0°-5° C. and the reaction was carried out at the same temperature for 3 hours. After the excess lithium aluminum hydride was decomposed, the reaction mixture was filtered and the filtrate was concentrated. The residue was dissolved in ethyl acetate and the solution was ... Starting materials: ICl (iodine monochloride), IC1=CC(=CC=2C=COC21)S(=O)(=O)NC2=C(C=CC(=C2)C)OC (7-iodo-N-(2-methoxy-5-methylphenyl)-1-benzofuran-5-sulfonamide), C1CC(=O)N(C1=O)Br (NBS). The product is CC1=CC(=C(C=C1)OC)N (cresidine). Reaction SMILES: ICl.C1C(=O)N(Br)C(=O)C1.IC1C2OC=CC=2C=C(S([NH:24][C:25]2[CH:30]=[C:29]([CH3:31])[CH:28]=[CH:27][C:26]=2[O:32][CH3:33])(=O)=O)C=1>>[CH3:31][C:29]1[CH:28]=[CH:27][C:26]([O:32][CH3:33])=[C:25]([NH2:24])[CH:30]=1. Procedure details: 7-iodo-N-(2-methoxy-5-methylphenyl)-1-benzofuran-5-sulfonamide is produced starting from 2,3-dihydrobensofuran. Treatment with chlorosulfonic acid gives the corresponding sulfonyl chloride, which is iodinated using iodine monochloride. Aromatization is done using NBS, resulting in 7-iodo-N-(2-methoxy-5-methylphenyl)-1-benzofuran-5-sulfonamide after treatment with cresidine. Reactants: O=C([O-])[O-], N#Cc1ccc(Cl)nc1, [Cs+], [Cs+], CN(C)C=O, CCOC(=O)CC1OB(O)c2cc(O)cc(C)c21. Product: CCOC(=O)CC1OB(O)c2cc(Oc3ccc(C#N)cn3)cc(C)c21. RXN SMILES: [C:28](=[O:29])([O-:30])[O-:31].[Cl:19][c:20]1[n:21][cH:22][c:23]([C:24]#[N:25])[cH:26][cH:27]1.[Cs+:32].[Cs+:33].[O:34]=[CH:35][N:36]([CH3:37])[CH3:38].[OH:1][B:2]1[O:3][CH:4]([CH2:13][C:14](=[O:15])[O:16][CH2:17][CH3:18])[c:5]2[c:6]1[cH:7][c:8]([OH:12])[cH:9][c:10]2[CH3:11]>>[OH:1][B:2]1[O:3][CH:4]([CH2:13][C:14](=[O:15])[O:16][CH2:17][CH3:18])[c:5]2[c:6]1[cH:7][c:8]([O:12][c:20]1[n:21][cH:22][c:23]([C:24]#[N:25])[cH:26][cH:27]1)[cH:9][c:10]2[CH3:11].